Task: describe an organic reaction: reactants, conditions, products, and yield. Dataset: the Open Reaction Database (ORD), a public repository of structured organic reaction records The reactants are ClC1=NC(=NC(=C1[N+](=O)[O-])Cl)N1CCSCC1 (4,6-dichloro-5-nitro-2-thiomorpholino-pyrimidine), CC[O-].[Na+] (sodium ethylate), [Na] (sodium), C(C)O (ethanol). Run in CC(=O)C (acetone), O1CCOCC1 (dioxane). Run at temperature -20 celsius. Yields the product C(C)OC1=C(C(=NC(=N1)N1CCSCC1)Cl)[N+](=O)[O-] (6-Ethoxy-4-chloro-5-nitro-2-thiomorpholino-pyrimidine). As a reaction SMILES: Cl[C:2]1[C:7]([N+:8]([O-:10])=[O:9])=[C:6]([Cl:11])[N:5]=[C:4]([N:12]2[CH2:17][CH2:16][S:15][CH2:14][CH2:13]2)[N:3]=1.[CH3:18][CH2:19][O-:20].[Na+].[Na].C(O)C>CC(C)=O.O1CCOCC1>[CH2:19]([O:20][C:2]1[N:3]=[C:4]([N:12]2[CH2:17][CH2:16][S:15][CH2:14][CH2:13]2)[N:5]=[C:6]([Cl:11])[C:7]=1[N+:8]([O-:10])=[O:9])[CH3:18] |f:1.2,^1:21|. Procedure: 14.8 gm (0.05 mol) of 4,6-dichloro-5-nitro-2-thiomorpholino-pyrimidine were dissolved in a mixture of 200 ml each of acetone and dioxane, and the solution was cooled to -20°C. A solution of sodium ethylate, prepared from 1.15 gm (0.05 mol) of sodium and 100 ml of ethanol, was added dropwise while stirring, at -20°C. The mixture was stirred another hour at room temperature, then poured over ice, and the product obtained thereby was recrystallized from isopropanol. Yield: 10.3 gm (67.5% of theory)...